From a dataset of the Open Reaction Database (ORD), a public repository of structured organic reaction records. describe an organic reaction: reactants, conditions, products, and yield Starting materials: C(#N)C1=CC=C(C=C1)NC(CN(CC(=O)O)C)=O (2-((2-((4-cyanophenyl)amino)-2-oxoethyl)(methyl)amino)acetic acid), C(C)N1C2=CC=CC=C2C=2C=C(C=CC12)N (9-ethyl-9H-carbazol-3-amine). Product: C(#N)C1=CC=C(C=C1)NC(CN(CC(=O)NC=1C=CC=2N(C3=CC=CC=C3C2C1)CC)C)=O (2-((2-((4-cyanophenyl)amino)-2-oxoethyl)(methyl)amino)-N-(9-ethyl-9H-carbazol-3-yl)acetamide). Reported procedure: Using the compound obtained in Step 1 and 9-ethyl-9H-carbazol-3-amine, and by the reaction and purification in the same manner as in the method described in Step 2 of Example 3, the title compound was obtained. Reaction SMILES: [C:1]([C:3]1[CH:8]=[CH:7][C:6]([NH:9][C:10](=[O:18])[CH2:11][N:12]([CH3:17])[CH2:13][C:14]([OH:16])=O)=[CH:5][CH:4]=1)#[N:2].[CH2:19]([N:21]1[C:33]2[CH:32]=[CH:31][C:30]([NH2:34])=[CH:29][C:28]=2[C:27]2[C:22]1=[CH:23][CH:24]=[CH:25][CH:26]=2)[CH3:20]>>[C:1]([C:3]1[CH:4]=[CH:5][C:6]([NH:9][C:10](=[O:18])[CH2:11][N:12]([CH3:17])[CH2:13][C:14]([NH:34][C:30]2[CH:31]=[CH:32][C:33]3[N:21]([CH2:19][CH3:20])[C:22]4[C:27]([C:28]=3[CH:29]=2)=[CH:26][CH:25]=[CH:24][CH:23]=4)=[O:16])=[CH:7][CH:8]=1)#[N:2]. Starting materials: C(C)C1=CC2=C(C=C1)C1=C(CNCC1)C(O2)=O (8-ethyl-1,2,3,4-tetrahydro-5H-[1]benzopyrano[3,4-c]pyridin-5-one), Cl.ClCCN1CC2CCC(C1)CC2 (3-(2-chloroethyl)-3-azabicyclo(3.2.2)nonane hydrochloride). Yields the product Cl.Cl.C12CN(CC(CC1)CC2)CCN2CC1=C(CC2)C2=C(OC1=O)C=C(C=C2)CC (3-(2-(3-Azabicyclo[3,2,2]non-3-yl)ethyl]-8-ethyl-1,2,3,4-tetrahydro-5H-benzopyrano[3,4-c]pyridin-5-one, dihydrochloride). The yield is 68.0%. As a reaction SMILES: [CH2:1]([C:3]1[CH:8]=[CH:7][C:6]2[C:9]3[CH2:14][CH2:13][NH:12][CH2:11][C:10]=3[C:15](=[O:17])[O:16][C:5]=2[CH:4]=1)[CH3:2].[ClH:18].[Cl:19][CH2:20][CH2:21][N:22]1[CH2:28][CH:27]2[CH2:29][CH2:30][CH:24]([CH2:25][CH2:26]2)[CH2:23]1>>[ClH:19].[ClH:18].[CH:27]12[CH2:29][CH2:30][CH:24]([CH2:25][CH2:26]1)[CH2:23][N:22]([CH2:21][CH2:20][N:12]1[CH2:13][CH2:14][C:9]3[C:6]4[CH:7]=[CH:8][C:3]([CH2:1][CH3:2])=[CH:4][C:5]=4[O:16][C:15](=[O:17])[C:10]=3[CH2:11]1)[CH2:28]2 |f:1.2,3.4.5|. Reported procedure: Prepared by the method described for Example 1 from 8-ethyl-1,2,3,4-tetrahydro-5H-[1]benzopyrano[3,4-c]pyridin-5-one (5.5 g, 0.024 moles) and 3-(2-chloroethyl)-3-azabicyclo(3.2.2)nonane hydrochloride (5.5 g, 0.025 moles). Recrystallization from ethanol gave the product (7.4 g), mp 295°-300° C. The reactants are C1(=CC=CC=C1)[C@@H](C)NC(=O)C=1C=NC2=CC(=CC=C2C1)NC(=O)C=1C(=CC=CC1)C1=CC=C(C=C1)C(F)(F)F ((R)-7-[(4′-trifluoromethyl-biphenyl-2-carbonyl)-amino]-quinoline-3-carboxylic acid (1-phenyl-ethyl)-amide), C(C)S(=O)(=O)[O-] (ethanesulfonate). Yields the product C1(=CC=CC=C1)C(CC)NC(=O)C=1C=NC2=CC(=CC=C2C1)NC(=O)C=1C(=CC=CC1)C1=CC=C(C=C1)C(F)(F)F (7-[(4′-trifluoromethyl-biphenyl-2-carbonyl)-amino]-quinoline-3-carboxylic acid (1-phenyl-propyl)-amide). RXN SMILES: [C:1]1([C@H:7]([NH:9][C:10]([C:12]2[CH:13]=[N:14][C:15]3[C:20]([CH:21]=2)=[CH:19][CH:18]=[C:17]([NH:22][C:23]([C:25]2[C:26]([C:31]4[CH:36]=[CH:35][C:34]([C:37]([F:40])([F:39])[F:38])=[CH:33][CH:32]=4)=[CH:27][CH:28]=[CH:29][CH:30]=2)=[O:24])[CH:16]=3)=[O:11])[CH3:8])[CH:6]=[CH:5][CH:4]=[CH:3][CH:2]=1.[CH2:41](S([O-])(=O)=O)C>>[C:1]1([CH:7]([NH:9][C:10]([C:12]2[CH:13]=[N:14][C:15]3[C:20]([CH:21]=2)=[CH:19][CH:18]=[C:17]([NH:22][C:23]([C:25]2[C:26]([C:31]4[CH:32]=[CH:33][C:34]([C:37]([F:40])([F:38])[F:39])=[CH:35][CH:36]=4)=[CH:27][CH:28]=[CH:29][CH:30]=2)=[O:24])[CH:16]=3)=[O:11])[CH2:8][CH3:41])[CH:6]=[CH:5][CH:4]=[CH:3][CH:2]=1. Reported procedure: (R)-7-[(4′-trifluoromethyl-biphenyl-2-carbonyl)-amino]-quinoline-3-carboxylic acid (1-phenyl-ethyl)-amide, ethanesulfonate;